This data is from the Open Reaction Database (ORD), a public repository of structured organic reaction records. The task is: describe an organic reaction: reactants, conditions, products, and yield Starting materials: [H-].[Na+] (sodium hydride), C(C=C)C1=CC=CC=2N=C(NC21)COC2=CC=C(C=C2)Cl (4-(prop-2-enyl)-2-[(4-chlorophenoxy)methyl]benzimidazole), C(C)(C)(C)OC(=O)N1CCC(CC1)CCCBr (3-[1-(t-butoxycarbonyl)piperidin-4-yl]propyl bromide). Run in CN(C=O)C (N,N-dimethylformamide). Run at time 60 minute. The product is C(C=C)C1=CC=CC=2N(C(=NC21)COC2=CC=C(C=C2)Cl)CCCC2CCN(CC2)C(=O)OC(C)(C)C (4-(prop-2-enyl)-2-[(4-chlorophenoxy)methyl]-1-[3-[1-(t-butoxycarbonyl)piperidin-4-yl]propyl]benzimidazole). RXN SMILES: [CH2:1]([C:4]1[C:12]2[NH:11][C:10]([CH2:13][O:14][C:15]3[CH:20]=[CH:19][C:18]([Cl:21])=[CH:17][CH:16]=3)=[N:9][C:8]=2[CH:7]=[CH:6][CH:5]=1)[CH:2]=[CH2:3].[H-].[Na+].[C:24]([O:28][C:29]([N:31]1[CH2:36][CH2:35][CH:34]([CH2:37][CH2:38][CH2:39]Br)[CH2:33][CH2:32]1)=[O:30])([CH3:27])([CH3:26])[CH3:25]>CN(C)C=O>[CH2:1]([C:4]1[C:12]2[N:11]=[C:10]([CH2:13][O:14][C:15]3[CH:16]=[CH:17][C:18]([Cl:21])=[CH:19][CH:20]=3)[N:9]([CH2:39][CH2:38][CH2:37][CH:34]3[CH2:35][CH2:36][N:31]([C:29]([O:28][C:24]([CH3:25])([CH3:27])[CH3:26])=[O:30])[CH2:32][CH2:33]3)[C:8]=2[CH:7]=[CH:6][CH:5]=1)[CH:2]=[CH2:3] |f:1.2|. Procedure: In a 100 ml round bottom flask, under a nitrogen atmosphere, were added 4-(prop-2-enyl)-2-[(4-chlorophenoxy)methyl]benzimidazole (550 mg, 1.84 mmol) and anhydrous N,N-dimethylformamide (59 ml). To this solution was added sodium hydride (60% in mineral oil, 81.04 mg, 2.03 mmol). The resulting mixture was stirred at room temperature for 60 minutes, and then 3-[1-(t-butoxycarbonyl)piperidin-4-yl]propyl bromide (620 mg, 2.03 mmol) was added. The resulting mixture was heated to 100° C. and stirred at... Starting materials: C1(C=2C(C(=O)O1)=CC=CC2)=O (phthalic anhydride), C1(=CC=CC=C1)C1=NC=CC(=C1)C (2-phenyl-4-picoline). The solvent is C(C)O (ethanol), C(C)O (ethanol). Conditions: temperature 200 celsius, time 14 hour. Yields the product C1(=CC=CC=C1)C1=NC=CC(C1)=C1C(C2=CC=CC=C2C1=O)=O (2-(2-phenylpyridin-4-ylidene)indan-1,3-dione). The yield is 36.3%. RXN SMILES: [C:1]1(=[O:11])[O:6][C:4](=O)[C:3]2=[CH:7][CH:8]=[CH:9][CH:10]=[C:2]12.[C:12]1([C:18]2[CH:23]=[C:22]([CH3:24])[CH:21]=[CH:20][N:19]=2)[CH:17]=[CH:16][CH:15]=[CH:14][CH:13]=1>C(O)C>[C:12]1([C:18]2[CH2:23][C:22](=[C:24]3[C:1](=[O:11])[C:2]4[C:3](=[CH:7][CH:8]=[CH:9][CH:10]=4)[C:4]3=[O:6])[CH:21]=[CH:20][N:19]=2)[CH:17]=[CH:16][CH:15]=[CH:14][CH:13]=1. Reported procedure: Under exclusion of air, a mixture of phthalic anhydride (4.38 g, 29.5 mmol) and 2-phenyl-4-picoline (5.0 g, 29.5 mmol) was heated to 200° C. The reaction melt was stirred at 200° C. for 14 h until a yellow precipitate was formed. The reaction was cooled to 100° C. and ethanol (300 mL) was added. The resultant brown mass was refluxed in ethanol for 1 h and sonicated in a water bath to break up the compound. The precipitate was filtered and triturated in ethanol (100 mL) to give the title compound...